The task is: describe an organic reaction: reactants, conditions, products, and yield. This data is from the Open Reaction Database (ORD), a public repository of structured organic reaction records. Reactants: O=C([O-])[O-], C1CCOC1, CC(C)=O, [Cs+], [Cs+], Cc1cc(F)ccc1C(=O)O, CI. Yields the product COC(=O)c1ccc(F)cc1C. Reaction SMILES: [C:12](=[O:13])([O-:14])[O-:15].[CH2:24]1[O:25][CH2:26][CH2:27][CH2:28]1.[CH3:20][C:21](=[O:22])[CH3:23].[Cs+:16].[Cs+:17].[F:1][c:2]1[cH:3][c:4]([CH3:11])[c:5]([C:6](=[O:7])[OH:8])[cH:9][cH:10]1.[I:18][CH3:19]>>[F:1][c:2]1[cH:3][c:4]([CH3:11])[c:5]([C:6](=[O:7])[O:8][CH3:12])[cH:9][cH:10]1. The reactants are CC(C)(C)OC(=O)C(C)(C)Sc1ccc2c(c1)CCC(N)C2, CC(=O)Cl, CCN(C(C)C)C(C)C, ClCCl. The product is CC(=O)NC1CCc2cc(SC(C)(C)C(=O)OC(C)(C)C)ccc2C1. RXN SMILES: [C:1]([CH3:2])([CH3:3])([CH3:4])[O:5][C:6]([C:7]([CH3:8])([CH3:9])[S:10][c:11]1[cH:12][c:13]2[c:18]([cH:19][cH:20]1)[CH2:17][CH:16]([NH2:21])[CH2:15][CH2:14]2)=[O:22].[CH3:32][C:33]([Cl:34])=[O:35].[CH:23]([N:24]([CH2:25][CH3:26])[CH:27]([CH3:28])[CH3:29])([CH3:30])[CH3:31].[Cl:36][CH2:37][Cl:38]>>[C:1]([CH3:2])([CH3:3])([CH3:4])[O:5][C:6]([C:7]([CH3:8])([CH3:9])[S:10][c:11]1[cH:12][c:13]2[c:18]([cH:19][cH:20]1)[CH2:17][CH:16]([NH:21][C:33]([CH3:32])=[O:35])[CH2:15][CH2:14]2)=[O:22]. The reactants are CCOC(=O)c1c(C)[nH]c(-c2nc3ccc(C(=O)c4ccccc4)cc3[nH]2)c1C, CCO, Cl, [Na+], C1CCOC1, [OH-]. The product is Cc1[nH]c(-c2nc3ccc(C(=O)c4ccccc4)cc3[nH]2)c(C)c1C(=O)O. RXN SMILES: [CH2:1]([CH3:2])[O:3][C:4](=[O:5])[c:6]1[c:7]([CH3:29])[nH:8][c:9](-[c:12]2[nH:13][c:14]3[c:15]([n:16]2)[cH:17][cH:18][c:19]([C:21]([c:22]2[cH:23][cH:24][cH:25][cH:26][cH:27]2)=[O:28])[cH:20]3)[c:10]1[CH3:11].[CH3:33][CH2:34][OH:35].[ClH:32].[Na+:31].[O:36]1[CH2:37][CH2:38][CH2:39][CH2:40]1.[OH-:30]>>[O:3]=[C:4]([OH:5])[c:6]1[c:7]([CH3:29])[nH:8][c:9](-[c:12]2[nH:13][c:14]3[c:15]([n:16]2)[cH:17][cH:18][c:19]([C:21]([c:22]2[cH:23][cH:24][cH:25][cH:26][cH:27]2)=[O:28])[cH:20]3)[c:10]1[CH3:11].